Dataset: the Open Reaction Database (ORD), a public repository of structured organic reaction records. Task: describe an organic reaction: reactants, conditions, products, and yield RXN SMILES: [CH3:36][C:37](=[O:38])[OH:39].[I:1][c:2]1[cH:3][c:4]2[c:8]([cH:9][cH:10]1)[NH:7][C:6](=[O:11])[C:5]2=[O:12].[NH:13]([NH2:14])[C:15](=[O:16])[c:17]1[cH:18][cH:19][c:20]([CH2:21][NH:22][C:23]([c:24]2[cH:25][c:26]([N+:30](=[O:31])[O-:32])[cH:27][cH:28][cH:29]2)=[O:33])[cH:34][cH:35]1>>[I:1][c:2]1[cH:3][c:4]2[c:8]([cH:9][cH:10]1)[NH:7][C:6](=[O:11])[C:5]2=[N:14][NH:13][C:15](=[O:16])[c:17]1[cH:18][cH:19][c:20]([CH2:21][NH:22][C:23]([c:24]2[cH:25][c:26]([N+:30](=[O:31])[O-:32])[cH:27][cH:28][cH:29]2)=[O:33])[cH:34][cH:35]1. Reactants: CC(=O)O, O=C1Nc2ccc(I)cc2C1=O, NNC(=O)c1ccc(CNC(=O)c2cccc([N+](=O)[O-])c2)cc1. Product: O=C1Nc2ccc(I)cc2C1=NNC(=O)c1ccc(CNC(=O)c2cccc([N+](=O)[O-])c2)cc1.